This data is from the Open Reaction Database (ORD), a public repository of structured organic reaction records. The task is: describe an organic reaction: reactants, conditions, products, and yield Reactants: C1(=CC=C(C=C1)S(=O)(=O)O)C (p-toluenesulfonic acid), C(C)(C)(C)OC(=O)N[C@@H](CO)CN(C(=O)OCC[Si](C)(C)C)C ((2R)-2-(t-butoxycarbonylamino)-3-(N-methyl-N-(2-(trimethylsilyl)-ethoxycarbonyl)amino)propan-1-ol), C1(=CC=C(C=C1)S(=O)(=O)O)C (p-toluenesulfonic acid). The solvent is CCOCC (ether), CCOCC (ether), C(C)O (ethanol). Run at temperature 62.5 celsius. Product: N[C@H](CN(C(OCC[Si](C)(C)C)=O)C)CO ((2-(trimethylsilyl)ethyl) (R)-2-amino-3-hydroxypropyl-methylcarbamate). Isolated yield 89.2%. RXN SMILES: C(OC([NH:8][C@H:9]([CH2:12][N:13]([CH3:23])[C:14]([O:16][CH2:17][CH2:18][Si:19]([CH3:22])([CH3:21])[CH3:20])=[O:15])[CH2:10][OH:11])=O)(C)(C)C.C1(C)C=CC(S(O)(=O)=O)=CC=1>CCOCC.C(O)C>[NH2:8][C@@H:9]([CH2:10][OH:11])[CH2:12][N:13]([CH3:23])[C:14](=[O:15])[O:16][CH2:17][CH2:18][Si:19]([CH3:22])([CH3:21])[CH3:20]. Procedure details: To a solution of (2R)-2-(t-butoxycarbonylamino)-3-(N-methyl-N-(2-(trimethylsilyl)-ethoxycarbonyl)amino)propan-1-ol (0.55 g, 1.58 mmol) in ether (5 mL) was added a solution of p-toluenesulfonic acid (0.31 g, 1.60 mmol) in ethanol (2 mL). Transfer of the p-toluenesulfonic acid was completed with the aid of ether (1 mL). The solution was placed on a rotary evaporator and the ether removed under vacuum at rt. Then, with continuing evacuation, the bath temperature was raised to 60-65° C. for 30 min, ... Starting materials: Brc1ccsc1, CSc1ccc(B(O)O)cc1, ClCCl. Product: CSc1ccc(-c2ccsc2)cc1. RXN SMILES: [Br:12][c:13]1[cH:14][s:15][cH:16][cH:17]1.[CH3:1][S:2][c:3]1[cH:4][cH:5][c:6]([B:9]([OH:10])[OH:11])[cH:7][cH:8]1.[Cl:18][CH2:19][Cl:20]>>[CH3:1][S:2][c:3]1[cH:4][cH:5][c:6](-[c:13]2[cH:14][s:15][cH:16][cH:17]2)[cH:7][cH:8]1. As a reaction SMILES: [C:2]([CH3:3])([CH3:4])([CH3:5])[c:6]1[cH:7][c:8]([O:45][CH2:46][CH3:47])[c:9]([C:12]2=[N:16][C:15]([CH3:17])([c:18]3[cH:19][cH:20][c:21]([Cl:24])[cH:22][cH:23]3)[C:14]([CH3:25])([c:26]3[cH:27][cH:28][c:29]([Cl:32])[cH:30][cH:31]3)[N:13]2[C:33](=[O:34])[N:35]2[CH2:36][CH2:37][N:38]([CH2:41][C:42](=[O:43])[OH:44])[CH2:39][CH2:40]2)[cH:10][n:11]1.[ClH:1].[S:48]1(=[O:54])(=[O:55])[CH2:49][CH2:50][NH:51][CH2:52][CH2:53]1>>[C:2]([CH3:3])([CH3:4])([CH3:5])[c:6]1[cH:7][c:8]([O:45][CH2:46][CH3:47])[c:9]([C:12]2=[N:16][C:15]([CH3:17])([c:18]3[cH:19][cH:20][c:21]([Cl:24])[cH:22][cH:23]3)[C:14]([CH3:25])([c:26]3[cH:27][cH:28][c:29]([Cl:32])[cH:30][cH:31]3)[N:13]2[C:33](=[O:34])[N:35]2[CH2:36][CH2:37][N:38]([CH2:41][C:42](=[O:43])[N:51]3[CH2:50][CH2:49][S:48](=[O:54])(=[O:55])[CH2:53][CH2:52]3)[CH2:39][CH2:40]2)[cH:10][n:11]1. Product: CCOc1cc(C(C)(C)C)ncc1C1=NC(C)(c2ccc(Cl)cc2)C(C)(c2ccc(Cl)cc2)N1C(=O)N1CCN(CC(=O)N2CCS(=O)(=O)CC2)CC1. Starting materials: CCOc1cc(C(C)(C)C)ncc1C1=NC(C)(c2ccc(Cl)cc2)C(C)(c2ccc(Cl)cc2)N1C(=O)N1CCN(CC(=O)O)CC1, Cl, O=S1(=O)CCNCC1.